From a dataset of the Open Reaction Database (ORD), a public repository of structured organic reaction records. describe an organic reaction: reactants, conditions, products, and yield The reactants are C(CC=C)OC1=CC=C(C(=O)OC2=C(C=C(C=C2)\C=C\C(=O)OC)OC)C=C1 (2-methoxy-4-[(E)2-methoxycarbonyl-vinyl]phenyl 4-(3-butenyloxy)benzoate), C(C)O[SiH](OCC)OCC (triethoxysilane), C(C)O[SiH](OCC)OCC (triethoxysilane). The reagents and catalysts are C(=C)[Si](O[Si](C)(C)C)(C)C=C.[Pt] (platinum divinyltetramethyldisiloxane). Solvent: C1(=CC=CC=C1)C (toluene). Reaction conditions: temperature 60 celsius, time 1 hour. Product: C(C)O[Si](CCCCOC1=CC=C(C(=O)OC2=C(C=C(C=C2)\C=C\C(=O)OC)OC)C=C1)(OCC)OCC (2-methoxy-4-[(E)2-methoxycarbonyl-vinyl]phenyl 4-(4-triethoxysilanylbutyloxy)benzoate). As a reaction SMILES: [CH2:1]([O:5][C:6]1[CH:28]=[CH:27][C:9]([C:10]([O:12][C:13]2[CH:18]=[CH:17][C:16](/[CH:19]=[CH:20]/[C:21]([O:23][CH3:24])=[O:22])=[CH:15][C:14]=2[O:25][CH3:26])=[O:11])=[CH:8][CH:7]=1)[CH2:2][CH:3]=[CH2:4].[CH2:29]([O:31][SiH:32]([O:36][CH2:37][CH3:38])[O:33][CH2:34][CH3:35])[CH3:30]>C([Si](C=C)(C)O[Si](C)(C)C)=C.[Pt].C1(C)C=CC=CC=1>[CH2:29]([O:31][Si:32]([O:36][CH2:37][CH3:38])([O:33][CH2:34][CH3:35])[CH2:4][CH2:3][CH2:2][CH2:1][O:5][C:6]1[CH:28]=[CH:27][C:9]([C:10]([O:12][C:13]2[CH:18]=[CH:17][C:16](/[CH:19]=[CH:20]/[C:21]([O:23][CH3:24])=[O:22])=[CH:15][C:14]=2[O:25][CH3:26])=[O:11])=[CH:8][CH:7]=1)[CH3:30] |f:2.3|. Procedure: Air was conducted for 30 min. into a mixture of 1 g of 2-methoxy-4-[(E)2-methoxycarbonyl-vinyl]phenyl 4-(3-butenyloxy)benzoate, 0.480 ml of triethoxysilane, 10 ml of toluene and 0.017 ml of platinum divinyltetramethyldisiloxane (3-3.5% in toluene) and the mixture was then stirred at 60° C. for 1 hr. Then, a further 0.1 ml of triethoxysilane was added and the mixture was left to react at 60° C. for 16 hrs. The reaction mixture was thereafter cooled to room temperature and partitioned between ethy...